This data is from the Open Reaction Database (ORD), a public repository of structured organic reaction records. The task is: describe an organic reaction: reactants, conditions, products, and yield Starting materials: C(#N)C1=CC2=CC[C@H]3[C@@H]4CC[C@@H]([C@@]4(C)CC[C@@H]3[C@]2(CC1)C)C(SC1=NC=CC=C1)=O (S-2-pyridyl 3-cyanoandrosta-3,5-diene-17β-thiocarboxylate), ClC1=CC=C(C(C2=CC=CC=C2)N)C=C1 (4-chlorobenzhydrylamine). The product is ClC1=CC=C(C(C2=CC=CC=C2)NC(=O)[C@@H]2[C@]3(C)[C@@H](CC2)[C@@H]2CC=C4C=C(CC[C@]4(C)[C@H]2CC3)C#N)C=C1 (N-(4-Chlorobenzhydryl)-3-cyanoandrosta-3,5-diene-17β-carboxamide). The yield is 70.0%. Reaction SMILES: [C:1]([C:3]1[CH2:20][CH2:19][C@@:18]2([CH3:21])[C:5](=[CH:6][CH2:7][C@@H:8]3[C@@H:17]2[CH2:16][CH2:15][C@@:13]2([CH3:14])[C@H:9]3[CH2:10][CH2:11][C@@H:12]2[C:22](=[O:30])SC2C=CC=CN=2)[CH:4]=1)#[N:2].[Cl:31][C:32]1[CH:45]=[CH:44][C:35]([CH:36]([NH2:43])[C:37]2[CH:42]=[CH:41][CH:40]=[CH:39][CH:38]=2)=[CH:34][CH:33]=1>>[Cl:31][C:32]1[CH:33]=[CH:34][C:35]([CH:36]([NH:43][C:22]([C@H:12]2[CH2:11][CH2:10][C@H:9]3[C@H:8]4[C@H:17]([CH2:16][CH2:15][C@:13]23[CH3:14])[C@:18]2([CH3:21])[C:5]([CH:4]=[C:3]([C:1]#[N:2])[CH2:20][CH2:19]2)=[CH:6][CH2:7]4)=[O:30])[C:37]2[CH:42]=[CH:41][CH:40]=[CH:39][CH:38]=2)=[CH:44][CH:45]=1. Procedure details: Following a procedure similar to that described in Example 3(b), but using S-2-pyridyl 3-cyanoandrosta-3,5-diene-17β-thiocarboxylate [prepared as described in Example 3(a)] and 4-chlorobenzhydrylamine as starting materials, in relative proportions similar to those used in that Example, the title compound was obtained in a yield of 70%. Reactants: O=C(O)Cc1cc(F)cc(F)c1, C[C@@H](N)c1ccccc1. The reagents and catalysts are C1CCN(C1)[P+](N2CCCC2)(N3CCCC3)ON4C5=C(C=CC=N5)N=N4.F[P-](F)(F)(F)(F)F (PyAOP), CCN(C(C)C)C(C)C (DIPEA), C1=CC2=C(N=C1)N(N=N2)O (HOAt). Run in CN(C)C=O (DMF), CN(C)C=O (DMF), CN(C)C=O (DMF), CN(C)C=O (DMF), CN(C)C=O (DMF), CN(C)C=O (DMF). Reaction conditions: temperature 25 celsius, time 2 hour. The product is C[C@@H](NC(=O)Cc1cc(F)cc(F)c1)c1ccccc1. The yield is 60.8%. As a reaction SMILES: C[C@@H](N)c1ccccc1.O=C(O)Cc1cc(F)cc(F)c1.C1CCN(C1)[P+](N2CCCC2)(N3CCCC3)ON4C5=C(C=CC=N5)N=N4.F[P-](F)(F)(F)(F)F.C1=CC2=C(N=C1)N(N=N2)O.CCN(C(C)C)C(C)C.CN(C)C=O>>C[C@@H](NC(=O)Cc1cc(F)cc(F)c1)c1ccccc1. Reactants: C(C1=CC=CC=C1)O[C@H]1[C@]2(O[C@@H]([C@H]([C@@H]1OCC1=CC=CC=C1)OCC1=CC=CC=C1)COCC1=CC=CC=C1)C(OC1=C2C=C(C(=C1)Cl)CC1=CC=C(C=C1)CC)=O ((2′S,3′R,4′S,5′R,6′R)-3′,4′,5′-tris(benzyloxy)-6′-(benzyloxymethyl)-6-chloro-5-(4-ethylbenzyl)-3′,4′,5′,6′-tetrahydro-2H-spiro[benzofuran-3,2′-pyran]-2-one), [H][H] (hydrogen), ClC1=C(C=CC=C1)Cl (1,2-dichlorobenzene). Reagents/catalysts: [OH-].[OH-].[Pd+2] (Pd(OH)2/C). Run in CO (MeOH), C1CCOC1 (THF). The product is ClC1=CC2=C(C=C1CC1=CC=C(C=C1)CC)[C@@]1(O[C@@H]([C@H]([C@@H]([C@H]1O)O)O)CO)C(O2)=O ((2′S,3′R,4′S,5′S,6′R)-6-chloro-5-(4-ethylbenzyl)-3′,4′,5′-trihydroxy-6′-(hydroxymethyl)-3′,4′,5′,6′-tetrahydro-2H-spiro[benzofuran-3,2′-pyran]-2-one). Isolated yield 80.3%. As a reaction SMILES: C([O:8][C@@H:9]1[C@@H:14]([O:15]CC2C=CC=CC=2)[C@H:13]([O:23]CC2C=CC=CC=2)[C@@H:12]([CH2:31][O:32]CC2C=CC=CC=2)[O:11][C@:10]21[C:43]1[CH:44]=[C:45]([CH2:49][C:50]3[CH:55]=[CH:54][C:53]([CH2:56][CH3:57])=[CH:52][CH:51]=3)[C:46]([Cl:48])=[CH:47][C:42]=1[O:41][C:40]2=[O:58])C1C=CC=CC=1.ClC1C=CC=CC=1Cl.[H][H]>CO.C1COCC1.[OH-].[OH-].[Pd+2]>[Cl:48][C:46]1[C:45]([CH2:49][C:50]2[CH:51]=[CH:52][C:53]([CH2:56][CH3:57])=[CH:54][CH:55]=2)=[CH:44][C:43]2[C@@:10]3([C:40](=[O:58])[O:41][C:42]=2[CH:47]=1)[C@H:9]([OH:8])[C@@H:14]([OH:15])[C@H:13]([OH:23])[C@@H:12]([CH2:31][OH:32])[O:11]3 |f:5.6.7|. Procedure details: To a solution of 48 (5 mg, 6.3 μmol) in a mixture of MeOH (1.5 mL) and THF (0.5 mL) were added Pd(OH)2/C (10 mg) and 1,2-dichlorobenzene (12 μL). A balloon of hydrogen gas was attached for 0.5 h with vigorous stirring. LCMS indicated that de-protection was complete. The reaction mixture was filtered through Celite, concentrated to a residue, and purified by passing through silica gel in a pipette (5% MeOH in DCM) to give 49 (2.2 mg, 80%). 1H NMR (300 MHz, CD3OD) δ 7.35 (s, 1H), 7.20 (s, 1H), 7.0... Reactants: COCC=1C=C(C(=O)OC)C=C(C1)C1=NC=C(C=C1)C (methyl 3-(methoxymethyl)-5-(5-methylpyridin-2-yl)benzoate), [OH-].[Li+] (lithium hydroxide), OS(=O)(=O)O (H2SO4). The solvent is O1CCOCC1 (1,4-dioxane), O (water). Conditions: time 30 minute. Yields the product COCC=1C=C(C(=O)O)C=C(C1)C1=NC=C(C=C1)C (3-(Methoxymethyl)-5-(5-methylpyridin-2-yl)benzoic acid). As a reaction SMILES: [CH3:1][O:2][CH2:3][C:4]1[CH:5]=[C:6]([CH:11]=[C:12]([C:14]2[CH:19]=[CH:18][C:17]([CH3:20])=[CH:16][N:15]=2)[CH:13]=1)[C:7]([O:9]C)=[O:8].[OH-].[Li+].OS(O)(=O)=O>O1CCOCC1.O>[CH3:1][O:2][CH2:3][C:4]1[CH:5]=[C:6]([CH:11]=[C:12]([C:14]2[CH:19]=[CH:18][C:17]([CH3:20])=[CH:16][N:15]=2)[CH:13]=1)[C:7]([OH:9])=[O:8] |f:1.2|. Reported procedure: To a stirred solution of methyl 3-(methoxymethyl)-5-(5-methylpyridin-2-yl)benzoate (75 mg, 0.28 mmol) in 1,4-dioxane (3 mL) and water (0.3 mL) was added lithium hydroxide (66 mg, 2.8 mmol) and the reaction mixture was stirred at room temperature for 30 minutes. The reaction mixture was acidified with 2N aq. H2SO4 to pH=7-8, and then extracted with EtOAc (20 mL×3). The combined organic layers were washed with brine, dried (MgSO4), and concentrated to afford the title compound. 1H NMR (D2O, 400 MH... Reactants: NCC(=O)O (Glycine), Cl (hydrochloric acid), [OH-].[Na+] (NaOH), FC(C=1C=C(C(=O)Cl)C=CC1)(F)F (3-(trifluoromethyl)-benzoyl chloride). Run in C(C)#N (acetonitrile), C(C)#N (acetonitrile). Reaction conditions: temperature 1.5 celsius. The product is FC(C=1C=C(C(=O)NCC(=O)O)C=CC1)(F)F ((3-trifluoromethylbenzoylamino)-acetic acid). Reaction SMILES: [NH2:1][CH2:2][C:3]([OH:5])=[O:4].[OH-].[Na+].[F:8][C:9]([F:20])([F:19])[C:10]1[CH:11]=[C:12]([CH:16]=[CH:17][CH:18]=1)[C:13](Cl)=[O:14].Cl>C(#N)C>[F:8][C:9]([F:19])([F:20])[C:10]1[CH:11]=[C:12]([CH:16]=[CH:17][CH:18]=1)[C:13]([NH:1][CH2:2][C:3]([OH:5])=[O:4])=[O:14] |f:1.2|. Reported procedure: Glycine 0.763 g (10.16 mmol) was suspended into acetonitrile 20 ml and 2M NaOH aqueous solution 12.7 ml (25.40 mmol, 2.5 eq.) was also added. After chilling at 0-3° C., 2.12 g (10.16 mmol, 1.0 eq.) of 3-(trifluoromethyl)-benzoyl chloride was diluted with 4 ml acetonitrile and was added dropwise slowly to reaction mixture. After one hour agitation at same temperature, pH was controlled to 2 to 3 with 3N hydrochloric acid aqueous solution. After keeping upright at room temperature, upper organic s... The reactants are CC(C)(C)OC(=O)N1CC2CCCCC2C1C(=O)O, Cl, C1COCCO1. Product: O=C(O)C1NCC2CCCCC21. RXN SMILES: [C:1]([O:2][C:3]([CH3:4])([CH3:5])[CH3:6])(=[O:7])[N:8]1[CH:9]([C:17](=[O:18])[OH:19])[CH:10]2[CH2:11][CH2:12][CH2:13][CH2:14][CH:15]2[CH2:16]1.[ClH:20].[O:21]1[CH2:22][CH2:23][O:24][CH2:25][CH2:26]1>>[NH:8]1[CH:9]([C:17](=[O:18])[OH:19])[CH:10]2[CH2:11][CH2:12][CH2:13][CH2:14][CH:15]2[CH2:16]1.